From a dataset of the Open Reaction Database (ORD), a public repository of structured organic reaction records. describe an organic reaction: reactants, conditions, products, and yield Starting materials: C(C)OC(CCNC(CN1CC(N(C2=C(C1=O)C=C(C=C2)[N+](=O)[O-])C)=O)=O)=O (3-[2-(1-methyl-7-nitro-2,5-dioxo-1,2,3,5-tetrahydro-benzo[e][1,4]diazepin-4-yl)-acetylamino]-propionic acid ethyl ester), C(C1=CC=CC=C1)N=C=O (benzylisocyanate). The reagents and catalysts are [Pd] (Pd/C). Run in CCO (EtOH). Yields the product C(C)OC(CCNC(CN1CC(N(C2=C(C1=O)C=C(C=C2)NC(=O)NCC2=CC=CC=C2)C)=O)=O)=O (3-[2-[7-(3-benzyl-ureido)-1-methyl-2,5-dioxo-1,2,3,5-tetrahydro-benzo[e][1,4]diazepin-4-yl]-acetylamino]-propionic acid ethyl ester). As a reaction SMILES: [CH2:1]([O:3][C:4](=[O:28])[CH2:5][CH2:6][NH:7][C:8](=[O:27])[CH2:9][N:10]1[C:16](=[O:17])[C:15]2[CH:18]=[C:19]([N+:22]([O-])=O)[CH:20]=[CH:21][C:14]=2[N:13]([CH3:25])[C:12](=[O:26])[CH2:11]1)[CH3:2].[CH2:29]([N:36]=[C:37]=[O:38])[C:30]1[CH:35]=[CH:34][CH:33]=[CH:32][CH:31]=1>CCO.[Pd]>[CH2:1]([O:3][C:4](=[O:28])[CH2:5][CH2:6][NH:7][C:8](=[O:27])[CH2:9][N:10]1[C:16](=[O:17])[C:15]2[CH:18]=[C:19]([NH:22][C:37]([NH:36][CH2:29][C:30]3[CH:35]=[CH:34][CH:33]=[CH:32][CH:31]=3)=[O:38])[CH:20]=[CH:21][C:14]=2[N:13]([CH3:25])[C:12](=[O:26])[CH2:11]1)[CH3:2]. Procedure details: Catalytic hydrogenation of 3-[2-(1-methyl-7-nitro-2,5-dioxo-1,2,3,5-tetrahydro-benzo[e][1,4]diazepin-4-yl)-acetylamino]-propionic acid ethyl ester in EtOH in the presence of 10% Pd/C at RT and atmospheric pressure followed by acylation with benzylisocyanate as described in Example 1d) gave 3-[2-[7-(3-benzyl-ureido)-1-methyl-2,5-dioxo-1,2,3,5-tetrahydro-benzo[e][1,4]diazepin-4-yl]-acetylamino]-propionic acid ethyl ester: mp. 100-102° C.; MS (ISP): 496 (M+1)+. The reactants are O=C([O-])[O-], Cn1c(-c2ccnc(I)n2)cc2c1CCN(C(=O)OC(C)(C)C)C2=O, CC1(C)OB(C=Cc2cccc(Cl)c2)OC1(C)C, [Cs+], [Cs+], C1COCCO1. Yields the product Cn1c(-c2ccnc(C=Cc3cccc(Cl)c3)n2)cc2c1CCN(C(=O)OC(C)(C)C)C2=O. Reaction SMILES: [C:1](=[O:2])([O-:3])[O-:4].[C:25]([CH3:26])([CH3:27])([CH3:28])[O:29][C:30](=[O:31])[N:32]1[C:33](=[O:49])[c:34]2[c:35]([n:38]([CH3:48])[c:39](-[c:41]3[n:42][c:43]([I:47])[n:44][cH:45][cH:46]3)[cH:40]2)[CH2:36][CH2:37]1.[Cl:7][c:8]1[cH:9][c:10]([CH:14]=[CH:15][B:16]2[O:17][C:18]([CH3:19])([CH3:20])[C:21]([CH3:22])([CH3:23])[O:24]2)[cH:11][cH:12][cH:13]1.[Cs+:5].[Cs+:6].[O:50]1[CH2:51][CH2:52][O:53][CH2:54][CH2:55]1>>[Cl:7][c:8]1[cH:9][c:10]([CH:14]=[CH:15][c:43]2[n:42][c:41](-[c:39]3[n:38]([CH3:48])[c:35]4[c:34]([cH:40]3)[C:33](=[O:49])[N:32]([C:30]([O:29][C:25]([CH3:26])([CH3:27])[CH3:28])=[O:31])[CH2:37][CH2:36]4)[cH:46][cH:45][n:44]2)[cH:11][cH:12][cH:13]1. Starting materials: ice water, C1(C(=C)CC(=O)O1)=O (itaconic anhydride), ClC1=CC=C(C=C1)C1=CC=CC=C1 (4-chlorobiphenyl), [Cl-].[Al+3].[Cl-].[Cl-] (aluminum chloride). The solvent is ClC1=CC=CC=C1 (chlorobenzene). Reaction conditions: temperature 0 celsius, time 3 hour. The product is ClC1=CC=C(C=C1)C1=CC=C(C=C1)C(CC(C(=O)O)=C)=O (4-(4′-Chlorobiphenyl-4-yl)-4-keto-2-methylenebutyric acid). Yield: 75.0%. Reaction SMILES: [Cl-].[Al+3].[Cl-].[Cl-].[C:5]1(=[O:12])[O:11][C:9](=[O:10])[CH2:8][C:6]1=[CH2:7].[Cl:13][C:14]1[CH:19]=[CH:18][C:17]([C:20]2[CH:25]=[CH:24][CH:23]=[CH:22][CH:21]=2)=[CH:16][CH:15]=1>ClC1C=CC=CC=1>[Cl:13][C:14]1[CH:15]=[CH:16][C:17]([C:20]2[CH:25]=[CH:24][C:23]([C:9](=[O:10])[CH2:8][C:6](=[CH2:7])[C:5]([OH:11])=[O:12])=[CH:22][CH:21]=2)=[CH:18][CH:19]=1 |f:0.1.2.3|. Procedure: 21.2 g of anhydrous aluminum chloride are introduced into 130 g of chlorobenzene and the mixture is cooled to 0° C. A solid mixture of 8.3 g of itaconic anhydride and 13.2 g of 4-chlorobiphenyl is added in portions in the course of one hour. The reaction mixture is stirred at 0° C. for three hours and then added to ice water. The solid reaction product is filtered off and washed twice with water (50 ml). The product is dried at room temperature and about 100 mbar until free of solvent and water.... Reactants: C([O-])([O-])=O.[Na+].[Na+] (sodium carbonate), ClC1=NC=NC(=N1)N1CC(CCC1)C1=CC=C(C=C1)Cl (2-chloro-4-[3-(4-chlorophenyl)-piperidin-1-yl]-[1,3,5]triazine), B(O)(O)C1=CC=C(C[C@H](N)C(=O)O)C=C1 (4-borono-L-phenylalanine), C(C)#N (acetonitrile). Reagents/catalysts: Cl[Pd]([P](C1=CC=CC=C1)(C2=CC=CC=C2)C3=CC=CC=C3)([P](C4=CC=CC=C4)(C5=CC=CC=C5)C6=CC=CC=C6)Cl (dichlorobis(triphenylphosphine)-palladium(II)). Run in O (water). Conditions: temperature 150 celsius. The product is NC(C(=O)O)CC1=CC=C(C=C1)C1=NC=NC(=N1)N1CC(CCC1)C1=CC=C(C=C1)Cl (2-amino-3-(4-{4-[3-(4-chlorophenyl)-piperidin-1-yl]-[1,3,5]triazin-2-yl}-phenyl)-propionic acid). The yield is 5.8%. As a reaction SMILES: Cl[C:2]1[N:7]=[C:6]([N:8]2[CH2:13][CH2:12][CH2:11][CH:10]([C:14]3[CH:19]=[CH:18][C:17]([Cl:20])=[CH:16][CH:15]=3)[CH2:9]2)[N:5]=[CH:4][N:3]=1.B([C:24]1[CH:35]=[CH:34][C:27]([CH2:28][C@@H:29]([C:31]([OH:33])=[O:32])[NH2:30])=[CH:26][CH:25]=1)(O)O.C(#N)C.C(=O)([O-])[O-].[Na+].[Na+]>Cl[Pd](Cl)([P](C1C=CC=CC=1)(C1C=CC=CC=1)C1C=CC=CC=1)[P](C1C=CC=CC=1)(C1C=CC=CC=1)C1C=CC=CC=1.O>[NH2:30][CH:29]([CH2:28][C:27]1[CH:34]=[CH:35][C:24]([C:2]2[N:7]=[C:6]([N:8]3[CH2:13][CH2:12][CH2:11][CH:10]([C:14]4[CH:19]=[CH:18][C:17]([Cl:20])=[CH:16][CH:15]=4)[CH2:9]3)[N:5]=[CH:4][N:3]=2)=[CH:25][CH:26]=1)[C:31]([OH:33])=[O:32] |f:3.4.5,^1:47,66|. Procedure details: A microwave vial was charged with 2-chloro-4-[3-(4-chlorophenyl)-piperidin-1-yl]-[1,3,5]triazine (62 mg, 0.2 mmol), 4-borono-L-phenylalanine (60 mg, 0.3 mmol), 1 ml of acetonitrile, and 0.7 ml of water. Aqueous sodium carbonate (0.6 ml; 1M) was added to the solution, followed by 5 mol percent dichlorobis(triphenylphosphine)-palladium(II). The reaction vessel was sealed and heated to 150° C. for 5 minutes with microwave. After cooling, the reaction mixture was evaporated to dryness. The residue w... Starting materials: Br, OCCO, Cl, Fc1ccc(F)c(F)c1F, [Na], O. As a reaction SMILES: [BrH:11].[CH2:13]([CH2:14][OH:15])[OH:16].[ClH:17].[F:1][c:2]1[c:3]([F:10])[c:4]([F:9])[c:5]([F:8])[cH:6][cH:7]1.[Na:12].[OH2:18]>>[F:1][c:2]1[c:3]([O:15][CH2:14][CH2:13][OH:16])[c:4]([F:9])[c:5]([F:8])[cH:6][cH:7]1. The product is OCCOc1c(F)ccc(F)c1F. The reactants are Oc1ccc2c(c1)C=CCO2, c1ccccc1. Product: Oc1ccc2c(c1)CCCO2. Reaction SMILES: [OH:1][c:2]1[cH:3][cH:4][c:5]2[c:6]([cH:11]1)[CH:7]=[CH:8][CH2:9][O:10]2.[cH:12]1[cH:13][cH:14][cH:15][cH:16][cH:17]1>>[OH:1][c:2]1[cH:3][cH:4][c:5]2[c:6]([cH:11]1)[CH2:7][CH2:8][CH2:9][O:10]2. Starting materials: [Cl-], [Cl-], Cc1c(F)c(F)c(C)c2c1c(=O)c(C(=O)O)cn2-c1cc(N)c(F)cc1F, NC1CNC1, c1ccncc1. Yields the product Cc1c(F)c(N2CC(N)C2)c(C)c2c1c(=O)c(C(=O)O)cn2-c1cc(N)c(F)cc1F. Reaction SMILES: [Cl-:28].[Cl-:29].[NH2:1][c:2]1[cH:3][c:4](-[n:10]2[cH:11][c:12]([C:25](=[O:26])[OH:27])[c:13](=[O:24])[c:14]3[c:15]([CH3:23])[c:16]([F:22])[c:17]([F:21])[c:18]([CH3:20])[c:19]23)[c:5]([F:9])[cH:6][c:7]1[F:8].[NH2:30][CH:31]1[CH2:32][NH:33][CH2:34]1.[cH:35]1[cH:36][cH:37][n:38][cH:39][cH:40]1>>[NH2:1][c:2]1[cH:3][c:4](-[n:10]2[cH:11][c:12]([C:25](=[O:26])[OH:27])[c:13](=[O:24])[c:14]3[c:15]([CH3:23])[c:16]([F:22])[c:17]([N:33]4[CH2:32][CH:31]([NH2:30])[CH2:34]4)[c:18]([CH3:20])[c:19]23)[c:5]([F:9])[cH:6][c:7]1[F:8]. The reactants are CCC1CC(C)=CCC12CCCC2=O, COCCO[AlH2-]OCCOC, Cc1ccccc1, [Na+]. Yields the product CCC1CC(C)=CCC12CCCC2O. Reaction SMILES: [CH2:1]([CH3:2])[CH:3]1[CH2:4][C:5]([CH3:14])=[CH:6][CH2:7][C:8]12[CH2:9][CH2:10][CH2:11][C:12]2=[O:13].[CH3:16][O:17][CH2:18][CH2:19][O:20][AlH2-:21][O:22][CH2:23][CH2:24][O:25][CH3:26].[CH3:27][c:28]1[cH:29][cH:30][cH:31][cH:32][cH:33]1.[Na+:15]>>[CH2:1]([CH3:2])[CH:3]1[CH2:4][C:5]([CH3:14])=[CH:6][CH2:7][C:8]12[CH2:9][CH2:10][CH2:11][CH:12]2[OH:13]. Starting materials: OCC(=O)C1=CC=CC=C1 (2-hydroxyacetophenone), OO (hydrogen peroxide), C(=C)C1=CC=C(C=O)C=C1 (4-vinyl benzaldehyde), Cl (HCl). The solvent is alcohol, [OH-].[Na+] (NaOH), C(C)O (ethyl alcohol), [OH-].[Na+] (NaOH), C(C)O (ethyl alcohol), [OH-].[Na+] (NaOH), C(C)O (ethyl alcohol). Conditions: time 8 hour. Product: C(=C)C1=CC=C(C=2OC3=CC=CC=C3C(C2O)=O)C=C1 (4'-Vinyl 3-Hydroxy Flavone). RXN SMILES: [CH:1]([C:3]1[CH:10]=[CH:9][C:6]([CH:7]=[O:8])=[CH:5][CH:4]=1)=[CH2:2].[OH:11][CH2:12][C:13]([C:15]1[CH:20]=[CH:19][CH:18]=[CH:17][CH:16]=1)=[O:14].OO.Cl>[OH-].[Na+].C(O)C>[CH:1]([C:3]1[CH:10]=[CH:9][C:6]([C:7]2[O:8][C:16]3[C:15]([C:13](=[O:14])[C:12]=2[OH:11])=[CH:20][CH:19]=[CH:18][CH:17]=3)=[CH:5][CH:4]=1)=[CH2:2] |f:4.5|. Procedure details: 13 gms of 4-vinyl benzaldehyde 0.955 moles) was added to a flask containing 13.9 gms of 2-hydroxyacetophenone (0.955) in 150 ml alcohol. In a separate RB flask, 13 gms of NaOH was dissolved in 100 ml of aqueous ethyl alcohol (75%). The NaOH solution was added to the reaction mixture at once. The color of the solution immediately changed from colorless to yellow to pink, and then, finally, to a dark red precipitate. The solution was allowed to sit at room temperature overnight. The next morning, ... The reactants are COCC(C)Oc1cc(OCc2ccccc2)cc(C(=O)Nc2cnc(C)cn2)c1, CCO. Product: COCC(C)Oc1cc(O)cc(C(=O)Nc2cnc(C)cn2)c1. Reaction SMILES: [CH3:1][CH:2]([CH2:3][O:4][CH3:5])[O:6][c:7]1[cH:8][c:9]([C:10](=[O:11])[NH:12][c:13]2[n:14][cH:15][c:16]([CH3:19])[n:17][cH:18]2)[cH:20][c:21]([O:23][CH2:24][c:25]2[cH:26][cH:27][cH:28][cH:29][cH:30]2)[cH:22]1.[CH3:31][CH2:32][OH:33]>>[CH3:1][CH:2]([CH2:3][O:4][CH3:5])[O:6][c:7]1[cH:8][c:9]([C:10](=[O:11])[NH:12][c:13]2[n:14][cH:15][c:16]([CH3:19])[n:17][cH:18]2)[cH:20][c:21]([OH:23])[cH:22]1.